This data is from the Open Reaction Database (ORD), a public repository of structured organic reaction records. The task is: describe an organic reaction: reactants, conditions, products, and yield The reactants are C1=C2C=3N(C(NC2=CC=C1)=O)C1=C(N3)C=CC=C1 (benzimidazo[1,2-c]quinazolin-6(5H)-one), P(Cl)(Cl)(Cl)(Cl)Cl (phosphorus pentachloride). Run in P(=O)(Cl)(Cl)Cl (phosphoryl chloride). Yields the product ClC1=NC2=CC=CC=C2C=2N1C1=C(N2)C=CC=C1 (6-Chlorobenzo[4,5]imidazo[1,2-c]quinazoline). As a reaction SMILES: [CH:1]1[CH:10]=[CH:9][CH:8]=[C:7]2[C:2]=1[C:3]1[N:4]([C:12]3[CH:18]=[CH:17][CH:16]=[CH:15][C:13]=3[N:14]=1)[C:5](=O)[NH:6]2.P(Cl)(Cl)(Cl)(Cl)[Cl:20]>P(Cl)(Cl)(Cl)=O>[Cl:20][C:5]1[N:4]2[C:12]3[CH:18]=[CH:17][CH:16]=[CH:15][C:13]=3[N:14]=[C:3]2[C:2]2[C:7](=[CH:8][CH:9]=[CH:10][CH:1]=2)[N:6]=1. Procedure: A mixture of 23.5 g (100 mmol) of benzimidazo[1,2-c]quinazolin-6(5H)-one [16367-99-0], 22.9 g (110 mmol) of phosphorus pentachloride and 250 ml of phosphoryl chloride is heated under reflux for 24 h. The excess phosphoryl chloride is removed in vacuo, 1000 ml of dichloromethane are added to the residue, the mixture is hydrolysed by addition of 1000 g of ice, rendered weakly alkaline by addition of 10% by weight sodium hydroxide solution, the organic phase is separated off, dried over sodium sulf... The reactants are BrC1=CC(=C(C(=C1)C)C(=O)N1CCC(CC1)N1CCC(CC1)O)C ((4-bromo-2,6-dimethyl-phenyl)-(4-hydroxy-[1,4′]bipiperidinyl-1′-yl)-methanone), FC(C=1C=C(C=CC1)B(O)O)(F)F (3-trifluoromethyl-phenyl boronic acid). The product is CC=1C=C(C=C(C1C(=O)N1CCC(CC1)N1CCC(CC1)O)C)C1=CC(=CC=C1)C(F)(F)F ((3,5-Dimethyl-3′-trifluoromethyl-biphenyl-4-yl)-(4-hydroxy-[1,4′]bipiperidinyl-1′-yl)-methanone). Reaction SMILES: Br[C:2]1[CH:7]=[C:6]([CH3:8])[C:5]([C:9]([N:11]2[CH2:16][CH2:15][CH:14]([N:17]3[CH2:22][CH2:21][CH:20]([OH:23])[CH2:19][CH2:18]3)[CH2:13][CH2:12]2)=[O:10])=[C:4]([CH3:24])[CH:3]=1.[F:25][C:26]([F:37])([F:36])[C:27]1[CH:28]=[C:29](B(O)O)[CH:30]=[CH:31][CH:32]=1>>[CH3:24][C:4]1[CH:3]=[C:2]([C:31]2[CH:30]=[CH:29][CH:28]=[C:27]([C:26]([F:37])([F:36])[F:25])[CH:32]=2)[CH:7]=[C:6]([CH3:8])[C:5]=1[C:9]([N:11]1[CH2:16][CH2:15][CH:14]([N:17]2[CH2:22][CH2:21][CH:20]([OH:23])[CH2:19][CH2:18]2)[CH2:13][CH2:12]1)=[O:10]. Procedure details: In analogy to the procedures described for intermediates 3B, 3C, 1, 4B and for example 1, the title compound has been prepared by the following reaction sequence: i) 4-hydroxy-[1,4′]bipiperidinyl-1′-carboxylic acid tert-butyl ester [Lawrence, L.; Rigby, A.; Sanganee, H.; Springthorpe, B. PCT Int. Appl. (2001), WO 2001077101 A1] was reacted with benzoyl chloride to give 4-benzoyloxy-[1,4′]bipiperidinyl-1′-carboxylic acid tert-butyl ester; ii) 4-benzoyloxy-[1,4′]bipiperidinyl-1′-carboxylic acid te... Starting materials: BrC=1C=CC=C2C(CC3(CCN(CC3)C(NC3C4CC5CC(CC3C5)C4)=O)C12)CC(=O)OCC (ethyl 2-(7-bromo-1′-((2-adamantyl)carbamoyl)-2,3-dihydrospiro[indene-1,4′-piperidine]-3-yl)acetate), 2, O[Li].O (LiOH.H2O). The solvent is C(C)O (ethanol). Reaction conditions: time 8 hour. The product is BrC=1C=CC=C2C(CC3(CCN(CC3)C(NC3C4CC5CC(CC3C5)C4)=O)C12)CC(=O)O (2-(7-bromo-1′-((2-adamantyl)carbamoyl)-2,3-dihydrospiro[indene-1,4′-piperidine]-3-yl)acetic acid), 2. Yield: 90.0%. As a reaction SMILES: [Br:1][C:2]1[CH:3]=[CH:4][CH:5]=[C:6]2[C:28]=1[C:9]1([CH2:14][CH2:13][N:12]([C:15](=[O:27])[NH:16][CH:17]3[CH:24]4[CH2:25][CH:20]5[CH2:21][CH:22]([CH2:26][CH:18]3[CH2:19]5)[CH2:23]4)[CH2:11][CH2:10]1)[CH2:8][CH:7]2[CH2:29][C:30]([O:32]CC)=[O:31].O[Li].O>C(O)C>[Br:1][C:2]1[CH:3]=[CH:4][CH:5]=[C:6]2[C:28]=1[C:9]1([CH2:10][CH2:11][N:12]([C:15](=[O:27])[NH:16][CH:17]3[CH:18]4[CH2:26][CH:22]5[CH2:21][CH:20]([CH2:25][CH:24]3[CH2:23]5)[CH2:19]4)[CH2:13][CH2:14]1)[CH2:8][CH:7]2[CH2:29][C:30]([OH:32])=[O:31] |f:1.2|. Procedure details: To a solution of ethyl 2-(7-bromo-1′-((2-adamantyl)carbamoyl)-2,3-dihydrospiro[indene-1,4′-piperidine]-3-yl)acetate, isomer 2 (1.57 g, 3 mmol) in ethanol (15 mL) was added 2 M aq LiOH.H2O (15 mL, 30 mmol) at 0° C. and the mixture was stirred overnight at rt. The reaction mixture was washed with 1 aq N HCl until pH=5-6. The combined organic layers were dried over Na2SO4, filtered and concentrated to obtain 2-(7-bromo-1′-((2-adamantyl)carbamoyl)-2,3-dihydrospiro[indene-1,4′-piperidine]-3-yl)acetic... The reactants are Cl.CN (methylamine hydrochloride), C1CCOC1 (THF), C(C)(C)N1CCC(CC1)=O (N-isopropyl-4-piperidinone), C(#N)[BH3-].[Na+] (sodium cyanoborohydride). Run in C(C)(=O)O (acetic acid), C(C)O (ethanol). Run at temperature 60 celsius, time 6 hour. Yields the product C(C)(C)N1CCC(CC1)NC (1-Isopropyl-4-methylaminopiperidine). As a reaction SMILES: Cl.CN.C1COCC1.[CH:9]([N:12]1[CH2:17][CH2:16][C:15](=O)[CH2:14][CH2:13]1)([CH3:11])[CH3:10].[C:19]([BH3-])#[N:20].[Na+]>C(O)(=O)C.C(O)C>[CH:9]([N:12]1[CH2:17][CH2:16][CH:15]([NH:20][CH3:19])[CH2:14][CH2:13]1)([CH3:11])[CH3:10] |f:0.1,4.5|. Procedure: To a stirred mixture of methylamine hydrochloride (2.62 g, 38.8 mmol), THF (30 ml), ethanol (15 ml), N-isopropyl-4-piperidinone (3.0 ml, 20.2 mmol), and acetic acid (3.60 ml) was added sodium cyanoborohydride (30 ml, 1 molar solution in THF, 30 mmol), and the mixture was stirred at 60° C. for 6 hours and then at room temperature overnight. The mixture was concentrated under reduced pressure, water (50 ml) and potassium carbonate (47.0 g) were added, and the mixture was extracted with ethyl aceta... Reactants: FC1(C(C1)C(=O)N(C)OC)F (2,2-Difluoro-N-methoxy-N-methylcyclopropanecarboxamide), Cl[Mg]C1=CC=CC=C1.[Br-] (chlorophenylmagnesium bromide), [Cl-].[NH4+] (ammonium chloride). Solvent: C1CCOC1 (THF), C(C)OCC (diethyl ether), C1CCOC1 (THF). Product: ClC1=CC=C(C=C1)C(=O)C1C(C1)(F)F ((4-Chlorophenyl)(2,2-difluorocyclopropyl)methanone). Reaction SMILES: [F:1][C:2]1([F:11])[CH2:4][CH:3]1[C:5](N(OC)C)=[O:6].Cl[Mg][C:14]1[CH:19]=[CH:18][CH:17]=[CH:16][CH:15]=1.[Br-].[Cl-:21].[NH4+]>C1COCC1.C(OCC)C>[Cl:21][C:14]1[CH:19]=[CH:18][C:17]([C:5]([CH:3]2[CH2:4][C:2]2([F:11])[F:1])=[O:6])=[CH:16][CH:15]=1 |f:1.2,3.4|. Procedure: A solution of 2.00 g (12.1 mmol) of the compound from Example 120A in 20 ml of THF was added under argon to 2.87 g (13.3 mmol) of a 1N chlorophenylmagnesium bromide solution in diethyl ether in 20 ml of THF at RT, and the mixture was heated under reflux for 2 h. The reaction mixture was added to saturated aqueous ammonium chloride solution and extracted twice with diethyl ether, and the combined organic phases were dried over magnesium sulfate and concentrated. 2.47 g (94% of theory) of the titl... Starting materials: C1CCOC1, C=CCCCc1nnc(-c2ccccc2)n1C, B1C2CCCC1CCC2, [Na+], [OH-], OO. Yields the product Cn1c(CCCCCO)nnc1-c1ccccc1. Reaction SMILES: [CH2:31]1[O:32][CH2:33][CH2:34][CH2:35]1.[CH3:1][n:2]1[c:3]([CH2:13][CH2:14][CH2:15][CH:16]=[CH2:17])[n:4][n:5][c:6]1-[c:7]1[cH:8][cH:9][cH:10][cH:11][cH:12]1.[CH:18]12[CH2:19][CH2:20][CH2:21][CH:22]([BH:23]1)[CH2:24][CH2:25][CH2:26]2.[Na+:28].[OH-:27].[OH:29][OH:30]>>[CH3:1][n:2]1[c:3]([CH2:13][CH2:14][CH2:15][CH2:16][CH2:17][OH:27])[n:4][n:5][c:6]1-[c:7]1[cH:8][cH:9][cH:10][cH:11][cH:12]1. The reactants are [Cu]I, Nc1ccnc(Cl)c1, Nc1ccc2c(c1)OCCO2. The product is Nc1ccnc(Nc2ccc3c(c2)OCCO3)c1. As a reaction SMILES: [Cu:20][I:21].[NH2:1][c:2]1[cH:3][c:4]([Cl:8])[n:5][cH:6][cH:7]1.[O:9]1[CH2:10][CH2:11][O:12][c:13]2[c:14]1[cH:15][cH:16][c:17]([NH2:19])[cH:18]2>>[NH2:1][c:2]1[cH:3][c:4]([NH:19][c:17]2[cH:16][cH:15][c:14]3[c:13]([cH:18]2)[O:12][CH2:11][CH2:10][O:9]3)[n:5][cH:6][cH:7]1. Reactants: [H-].[H-].[H-].[H-].[Li+].[Al+3] (LiAlH4), C(C1=CC=CC=C1)N1C(C[C@@H]2CC3=C(C[C@@H]12)C(=CC=C3)OC)=O (trans-(±)-1-benzyl-8-methoxy-2, 3,3a,4,9,9a-hexahydro-1H-benz[f]indol-2-one). Yields the product C(C1=CC=CC=C1)N1CC[C@@H]2CC3=C(C[C@@H]12)C(=CC=C3)OC (trans-(±)-1-Benzyl-8-methoxy-2,3,3a,4,9,9a-hexahydro-1H-benz[f]indole). As a reaction SMILES: [H-].[H-].[H-].[H-].[Li+].[Al+3].[CH2:7]([N:14]1[C@H:22]2[C@@H:17]([CH2:18][C:19]3[CH:26]=[CH:25][CH:24]=[C:23]([O:27][CH3:28])[C:20]=3[CH2:21]2)[CH2:16][C:15]1=O)[C:8]1[CH:13]=[CH:12][CH:11]=[CH:10][CH:9]=1>>[CH2:7]([N:14]1[C@H:22]2[C@@H:17]([CH2:18][C:19]3[CH:26]=[CH:25][CH:24]=[C:23]([O:27][CH3:28])[C:20]=3[CH2:21]2)[CH2:16][CH2:15]1)[C:8]1[CH:9]=[CH:10][CH:11]=[CH:12][CH:13]=1 |f:0.1.2.3.4.5|. Reported procedure: 0.21 g (5.5 mmol) of LiAlH4 and 0.5 g (1.6 mmol) of trans-(±)-1-benzyl-8-methoxy-2, 3,3a,4,9,9a-hexahydro-1H-benz[f]indol-2-one (8a) are used. Yield: 0.4 g (85%). Starting materials: [BH4-].[Na+] (NaBH4), C(C)(C)(C)OC(N(CC(F)F)CCC1=CC(=C(C=C1)Cl)C=O)=O ([2-(4-chloro-3-formyl-phenyl)-ethyl]-(2,2-difluoro-ethyl)-carbamic acid tert-butyl ester), C1(CC1)N (cyclopropylamine), C1(CC1)N (Cyclopropylamine). The solvent is CO (MeOH). Conditions: time 2 hour. Yields the product C(C)(C)(C)OC(N(CC(F)F)CCC1=CC(=C(C=C1)Cl)CNC1CC1)=O ([2-(4-Chloro-3-cyclopropylaminomethyl-phenyl)ethyl]-(2,2-difluoro-ethyl)-carbamic Acid tert-butyl Ester). Isolated yield 73.2%. Reaction SMILES: [C:1]([O:5][C:6](=[O:23])[N:7]([CH2:12][CH2:13][C:14]1[CH:19]=[CH:18][C:17]([Cl:20])=[C:16]([CH:21]=O)[CH:15]=1)[CH2:8][CH:9]([F:11])[F:10])([CH3:4])([CH3:3])[CH3:2].[CH:24]1([NH2:27])[CH2:26][CH2:25]1.[BH4-].[Na+]>CO>[C:1]([O:5][C:6](=[O:23])[N:7]([CH2:12][CH2:13][C:14]1[CH:19]=[CH:18][C:17]([Cl:20])=[C:16]([CH2:21][NH:27][CH:24]2[CH2:26][CH2:25]2)[CH:15]=1)[CH2:8][CH:9]([F:11])[F:10])([CH3:4])([CH3:3])[CH3:2] |f:2.3|. Procedure details: A mixture of [2-(4-chloro-3-formyl-phenyl)-ethyl]-(2,2-difluoro-ethyl)-carbamic acid tert-butyl ester (4.30 g, 12.4 mmol) and cyclopropylamine (1.77 mL, 12.4 mmol) in MeOH (125 mL) was stirred for 2 h at rt. Cyclopropylamine (0.44 mL, 6.2 mmol) was added, and the mixture was heated to reflux for 4 h. The mixture was allowed to cool to rt. NaBH4 (935 mg, 24.7 mmol) was added in portions. The mixture was stirred for 1 h. The solvents were removed under reduced pressure, and the residue was taken i... Starting materials: NC1=C2C(C(=CN(C2=C(C(=C1)F)C)[C@H]1[C@H](C1)F)C(=O)OCC)=O (Ethyl 5-amino-7-fluoro-1-[2-(S)-fluoro-1-(R)-cyclopropyl]-1,4-dihydro-8-methyl-4-oxoquinoline-3-carboxylate), O (water), O (water), S(O)(O)(=O)=O (sulfuric acid). The solvent is mixed solution, C(C)(=O)O (acetic acid). Run at temperature 120 celsius, time 4 hour. Product: NC1=C2C(C(=CN(C2=C(C(=C1)F)C)[C@H]1[C@H](C1)F)C(=O)O)=O (5-amino-7-fluoro-1-[2-(S)-fluoro-1-(R)-cyclopropyl]-1,4-dihydro-8-methyl-4-oxoquinoline-3-carboxylic acid). Yield: 82.3%. RXN SMILES: [NH2:1][C:2]1[CH:11]=[C:10]([F:12])[C:9]([CH3:13])=[C:8]2[C:3]=1[C:4](=[O:23])[C:5]([C:18]([O:20]CC)=[O:19])=[CH:6][N:7]2[C@@H:14]1[CH2:16][C@@H:15]1[F:17].O.S(=O)(=O)(O)O>C(O)(=O)C>[NH2:1][C:2]1[CH:11]=[C:10]([F:12])[C:9]([CH3:13])=[C:8]2[C:3]=1[C:4](=[O:23])[C:5]([C:18]([OH:20])=[O:19])=[CH:6][N:7]2[C@@H:14]1[CH2:16][C@@H:15]1[F:17]. Reported procedure: Ethyl 5-amino-7-fluoro-1-[2-(S)-fluoro-1-(R)-cyclopropyl]-1,4-dihydro-8-methyl-4-oxoquinoline-3-carboxylate (735 mg, 2.28 mmol) was dissolved in a 1:1 mixed solution (8 ml) of acetic acid:water, and after adding concentrated sulfuric acid (90 μl) thereto, it was stirred for 4 hours in an oil bath of 120° C. After cooling the reaction solution with ice, water (20 ml) was poured therein, and the mixed reaction solution was stirred at room temperature for 2 hours. The precipitated crystals were fil...